From a dataset of the Open Reaction Database (ORD), a public repository of structured organic reaction records. describe an organic reaction: reactants, conditions, products, and yield Reactants: CSC=1SC2=C(N1)C=CC(=C2)O (2-(methylthio)benzo[d]thiazol-6-ol), ClN1C(CCC1=O)=O (N-chlorosuccinimide). The solvent is C([O-])(O)=O.[Na+] (sodium bicarbonate), CN1CCCC1=O (NMP). Run at time 1 hour. Product: ClC1=C(C=CC=2N=C(SC21)SC)O (7-chloro-2-(methylthio)benzo[d]thiazol-6-ol). The yield is 48.3%. As a reaction SMILES: [CH3:1][S:2][C:3]1[S:4][C:5]2[CH:11]=[C:10]([OH:12])[CH:9]=[CH:8][C:6]=2[N:7]=1.[Cl:13]N1C(=O)CCC1=O>CN1C(=O)CCC1.C(=O)(O)[O-].[Na+]>[Cl:13][C:11]1[C:5]2[S:4][C:3]([S:2][CH3:1])=[N:7][C:6]=2[CH:8]=[CH:9][C:10]=1[OH:12] |f:3.4|. Reported procedure: To the solution of 2-(methylthio)benzo[d]thiazol-6-ol (500 mg, 2.53 mmol, 1.0 eq) in 10 mL of NMP was added N-chlorosuccinimide (507 mg, 3.80 mmol, 1.5 eq) at room temperature. The reaction mixture was stirred at room temperature for 1 hour thereafter the mixture was diluted with saturated sodium bicarbonate solution (ca. 100 mL) and aqueous layer extracted with DCM (ca. 150 mL×3). Combined organic layers were dried over sodium sulfate, filtered and condensed under reduced pressure. Purification... The reactants are C(C)(C)(C)C1=CC(CC1)=O (3-tert-butylcyclopentenone), Cl (hydrochloric acid), C(C)[Mg]Br (ethylmagnesium bromide). The solvent is C(C)OCC (diethyl ether), C(C)OCC (diethyl ether). Run at time 20 hour. The product is C(C)C1=CC(=CC1)C(C)(C)C (1-ethyl-3-tert-butylcyclopentadiene). Isolated yield 104.2%. RXN SMILES: [CH2:1]([Mg]Br)[CH3:2].[C:5]([C:9]1[CH2:13][CH2:12][C:11](=O)[CH:10]=1)([CH3:8])([CH3:7])[CH3:6].Cl>C(OCC)C>[CH2:1]([C:12]1[CH2:11][CH:10]=[C:9]([C:5]([CH3:8])([CH3:7])[CH3:6])[CH:13]=1)[CH3:2]. Procedure details: A 300-ml three-necked flask equipped with a magnetic stirrer and a three-way cock in a nitrogen atmosphere was charged with 200 ml of dehydrated diethyl ether and 52 ml of a 3.0 M diethyl ether solution of ethylmagnesium bromide (154 mmol). In an ice water bath, 17.8 g (129 mmol) of 3-tert-butylcyclopentenone was added dropwise to the flack over a period of 1 hour. The mixture was stirred at room temperature for 20 hours, and the resultant reaction solution was poured into 100 ml of 2N hydrochlo... Reactants: C(C1=CC=CC=C1)N1CC(CC1)NC1=NC2=CC=CC=C2C(=N1)N(C)C (N2-(1-benzyl-pyrrolidin-3-yl)-N4,N4-dimethyl-quinazoline-2,4-diamine). Reagents/catalysts: [OH-].[OH-].[Pd+2] (Pd(OH)2). Solvent: CO (MeOH). Conditions: time 13 hour. The product is CN(C1=NC(=NC2=CC=CC=C12)NC1CNCC1)C (N4,N4-dimethyl-N2-pyrrolidin-3-yl-quinazoline-2,4-diamine). Yield: 94.1%. As a reaction SMILES: C([N:8]1[CH2:12][CH2:11][CH:10]([NH:13][C:14]2[N:23]=[C:22]([N:24]([CH3:26])[CH3:25])[C:21]3[C:16](=[CH:17][CH:18]=[CH:19][CH:20]=3)[N:15]=2)[CH2:9]1)C1C=CC=CC=1>CO.[OH-].[OH-].[Pd+2]>[CH3:25][N:24]([CH3:26])[C:22]1[C:21]2[C:16](=[CH:17][CH:18]=[CH:19][CH:20]=2)[N:15]=[C:14]([NH:13][CH:10]2[CH2:11][CH2:12][NH:8][CH2:9]2)[N:23]=1 |f:2.3.4|. Procedure: To a solution of N2-(1-benzyl-pyrrolidin-3-yl)-N4,N4-dimethyl-quinazoline-2,4-diamine (3.3 g, 9.5 mmol) in MeOH (33 mL) was added Pd(OH)2 (660 mg). The mixture was stirred at ambient temperature under hydrogen atmosphere for 13 hr, and stirred at 50° C. for 6 hr. The mixture was filtered, concentrated, and purified by medium-pressure liquid chromatography (NH-silica gel, 1% to 3% MeOH in CHCl3) to give N4,N4-dimethyl-N2-pyrrolidin-3-yl-quinazoline-2,4-diamine (2.3 g, 93%) as a yellow oil.